Dataset: the Open Reaction Database (ORD), a public repository of structured organic reaction records. Task: describe an organic reaction: reactants, conditions, products, and yield Reactants: [BH4-], O=C([O-])O, CCO, COC(=O)Cc1ccc2oc(C(=O)Nc3ccc(Cl)cn3)c(NC(=O)C3CCC(C(=O)N4CCCC4)CC3)c2c1, Cl, [Li+], [Na+], C1CCOC1. Yields the product O=C(Nc1ccc(Cl)cn1)c1oc2ccc(CCO)cc2c1NC(=O)C1CCC(C(=O)N2CCCC2)CC1. As a reaction SMILES: [BH4-:41].[C:44](=[O:45])([O-:46])[OH:47].[CH2:49]([OH:50])[CH3:51].[Cl:1][c:2]1[cH:3][cH:4][c:5]([NH:8][C:9](=[O:10])[c:11]2[o:12][c:13]3[c:14]([c:15]2[NH:16][C:17](=[O:18])[CH:19]2[CH2:20][CH2:21][CH:22]([C:25](=[O:26])[N:27]4[CH2:28][CH2:29][CH2:30][CH2:31]4)[CH2:23][CH2:24]2)[cH:32][c:33]([CH2:36][C:37](=[O:38])[O:39][CH3:40])[cH:34][cH:35]3)[n:6][cH:7]1.[ClH:43].[Li+:42].[Na+:48].[O:52]1[CH2:53][CH2:54][CH2:55][CH2:56]1>>[Cl:1][c:2]1[cH:3][cH:4][c:5]([NH:8][C:9](=[O:10])[c:11]2[o:12][c:13]3[c:14]([c:15]2[NH:16][C:17](=[O:18])[CH:19]2[CH2:20][CH2:21][CH:22]([C:25](=[O:26])[N:27]4[CH2:28][CH2:29][CH2:30][CH2:31]4)[CH2:23][CH2:24]2)[cH:32][c:33]([CH2:36][CH2:37][OH:38])[cH:34][cH:35]3)[n:6][cH:7]1. Starting materials: C(C)(C)(C)OC(=O)N[C@@H]1CN(C[C@@H](C1=O)C)C(=O)OCC1=CC=CC=C1 (Benzyl (3R,5S)-3-[(tert-butoxycarbonyl)amino]-5-methyl-4-oxopiperidine-1-carboxylate), C1CCOC1 (THF), C[Mg]Cl (methylmagnesium chloride), C1CCOC1 (THF), PTFE, LaCl3. Run at time 1 hour. The product is C(C)(C)(C)OC(=O)N[C@@H]1CN(C[C@@H]([C@@]1(C)O)C)C(=O)OCC1=CC=CC=C1 (benzyl (3R,4R,5S)-3-[(tert-butoxycarbonyl)amino]-4-hydroxy-4,5-dimethylpiperidine-1-carboxylate). The yield is 16.6%. As a reaction SMILES: [C:1]([O:5][C:6]([NH:8][C@H:9]1[C:14](=[O:15])[C@@H:13]([CH3:16])[CH2:12][N:11]([C:17]([O:19][CH2:20][C:21]2[CH:26]=[CH:25][CH:24]=[CH:23][CH:22]=2)=[O:18])[CH2:10]1)=[O:7])([CH3:4])([CH3:3])[CH3:2].[CH2:27]1COCC1.C[Mg]Cl>>[C:1]([O:5][C:6]([NH:8][C@H:9]1[C@@:14]([OH:15])([CH3:27])[C@@H:13]([CH3:16])[CH2:12][N:11]([C:17]([O:19][CH2:20][C:21]2[CH:22]=[CH:23][CH:24]=[CH:25][CH:26]=2)=[O:18])[CH2:10]1)=[O:7])([CH3:2])([CH3:3])[CH3:4]. Reported procedure: Benzyl (3R,5S)-3-[(tert-butoxycarbonyl)amino]-5-methyl-4-oxopiperidine-1-carboxylate (466 mg, 1.29 mmol) was added to an oven-dried vial equipped with a magnetic stirring bar. The vial was sealed with a PTFE-lined septum and kept under an N2 atmosphere. A solution of LaCl3.2LiCl in THF (from Aldrich, 0.6 M, 6.50 mL, 3.90 mmol) was added. The reaction mixture was stirred at room temperature for 1 h, and then cooled to −10° C. A solution of methylmagnesium chloride in THF (3.0 M; 1.30 mL, 3.90 mmo... Starting materials: O.O.[Sn](Cl)Cl (tin(II) chloride dihydrate), [N+](=O)([O-])C1=CC2=C(C(C3=C(OC2)C=C(C=C3)NC3=C(C=C(C=C3)C(F)(F)F)[N+](=O)[O-])=O)C=C1 (8-Nitro-3-(2-nitro-4-trifluoromethylphenylamino)-6H-dibenzo[b,e]oxepin-11-one). Run in C(C)O (ethanol). Yields the product NC1=CC2=C(C(C3=C(OC2)C=C(C=C3)NC3=C(C=C(C=C3)C(F)(F)F)N)=O)C=C1 (8-Amino-3-(2-amino-4-trifluoromethylphenylamino)-6H-dibenzo[b,e]oxepin-11-one). RXN SMILES: O.O.[Sn](Cl)Cl.[N+:6]([C:9]1[CH:38]=[CH:37][C:12]2[C:13](=[O:36])[C:14]3[CH:21]=[CH:20][C:19]([NH:22][C:23]4[CH:28]=[CH:27][C:26]([C:29]([F:32])([F:31])[F:30])=[CH:25][C:24]=4[N+:33]([O-])=O)=[CH:18][C:15]=3[O:16][CH2:17][C:11]=2[CH:10]=1)([O-])=O>C(O)C>[NH2:6][C:9]1[CH:38]=[CH:37][C:12]2[C:13](=[O:36])[C:14]3[CH:21]=[CH:20][C:19]([NH:22][C:23]4[CH:28]=[CH:27][C:26]([C:29]([F:32])([F:30])[F:31])=[CH:25][C:24]=4[NH2:33])=[CH:18][C:15]=3[O:16][CH2:17][C:11]=2[CH:10]=1 |f:0.1.2|. Reported procedure: In accordance with general method Y, 0.30 g (1.32 mmol) of tin(II) chloride dihydrate is dissolved in 15 ml of ethanol, and 0.095 g (0.20 mmol) of (18) is added. Yield: 0.061 g (76.4%); melting point: 93.9° C.; C21H16F3N3O2 (Mr=399.38); LC 19.06 min